This data is from the Open Reaction Database (ORD), a public repository of structured organic reaction records. The task is: describe an organic reaction: reactants, conditions, products, and yield The reactants are CC(C)(C#C)C(C(=O)OCC)C(=O)OCC (diethyl 2-(2-methyl-3-butyn-2-yl)malonate), 308-320, FC=1C=C(C=CC1)NC1=NC=C(C(=N1)NCCC)I (N2-(3-fluorophenyl)-5-iodo-N4-propylpyrimidine-2,4-diamine), C(C)(=O)OCC (ethyl acetate), [Cl-].[NH4+] (ammonium chloride). The reagents and catalysts are C=1C=CC(=CC1)[P](C=2C=CC=CC2)(C=3C=CC=CC3)[Pd]([P](C=4C=CC=CC4)(C=5C=CC=CC5)C=6C=CC=CC6)([P](C=7C=CC=CC7)(C=8C=CC=CC8)C=9C=CC=CC9)[P](C=1C=CC=CC1)(C=1C=CC=CC1)C=1C=CC=CC1 (tetrakis(triphenylphosphine)palladium(0)), Cl[Pd]([P](C1=CC=CC=C1)(C2=CC=CC=C2)C3=CC=CC=C3)([P](C4=CC=CC=C4)(C5=CC=CC=C5)C6=CC=CC=C6)Cl (bis(triphenylphosphine)palladium(II) dichloride), [Cu]I (copper(I) iodide). Run in CN(C=O)C (N,N-dimethylformamide), C(C)N(CC)CC (triethylamine). Reaction conditions: time 30 minute. Product: FC=1C=C(C=CC1)NC1=NC=C(C(=N1)NCCC)C#CC(C)(C)C(C(=O)OCC)C(=O)OCC (diethyl 2-(4-(2-((3-fluorophenyl)amino)-4-(propylamino)pyrimidin-5-yl)-2-methyl-3-butyn-2-yl)malonate). As a reaction SMILES: [CH3:1][C:2]([CH:6]([C:12]([O:14][CH2:15][CH3:16])=[O:13])[C:7]([O:9][CH2:10][CH3:11])=[O:8])([C:4]#[CH:5])[CH3:3].[F:17][C:18]1[CH:19]=[C:20]([NH:24][C:25]2[N:30]=[C:29]([NH:31][CH2:32][CH2:33][CH3:34])[C:28](I)=[CH:27][N:26]=2)[CH:21]=[CH:22][CH:23]=1.C(OCC)(=O)C.[Cl-].[NH4+]>CN(C)C=O.C(N(CC)CC)C.Cl[Pd](Cl)([P](C1C=CC=CC=1)(C1C=CC=CC=1)C1C=CC=CC=1)[P](C1C=CC=CC=1)(C1C=CC=CC=1)C1C=CC=CC=1.[Cu]I.C1C=CC([P]([Pd]([P](C2C=CC=CC=2)(C2C=CC=CC=2)C2C=CC=CC=2)([P](C2C=CC=CC=2)(C2C=CC=CC=2)C2C=CC=CC=2)[P](C2C=CC=CC=2)(C2C=CC=CC=2)C2C=CC=CC=2)(C2C=CC=CC=2)C2C=CC=CC=2)=CC=1>[F:17][C:18]1[CH:19]=[C:20]([NH:24][C:25]2[N:30]=[C:29]([NH:31][CH2:32][CH2:33][CH3:34])[C:28]([C:5]#[C:4][C:2]([CH:6]([C:12]([O:14][CH2:15][CH3:16])=[O:13])[C:7]([O:9][CH2:10][CH3:11])=[O:8])([CH3:3])[CH3:1])=[CH:27][N:26]=2)[CH:21]=[CH:22][CH:23]=1 |f:3.4,^1:58,77,102,104,123,142|. Procedure details: To a solution of diethyl 2-(2-methyl-3-butyn-2-yl)malonate synthesized according to the method described in Chemistry A European Journal, 2005, 11, pp. 308-320 (3.3 g), N2-(3-fluorophenyl)-5-iodo-N4-propylpyrimidine-2,4-diamine (F2, 868 mg), bis(triphenylphosphine)palladium(II) dichloride (161 mg) and copper(I) iodide (88 mg) in N,N-dimethylformamide (15 mL), triethylamine (1.6 mL) was added at room temperature, and the mixture was stirred at the same temperature for 2 hours and 30 minutes. To t... The reactants are [N+](=O)([O-])C=1N=CNC1 (4-Nitroimidazole), [H-].[Na+] (sodium hydride), BrC(C(=O)OCC)CCCCCC (Ethyl 2-bromooctanoate). The solvent is CN(C)C=O (DMF). Conditions: time 45 minute. Product: [N+](=O)([O-])C=1N=CN(C1)C(C(=O)OCC)CCCCCC (ethyl 2-(4-nitro-1H-imidazol-1-yl)octanoate). As a reaction SMILES: [N+:1]([C:4]1[N:5]=[CH:6][NH:7][CH:8]=1)([O-:3])=[O:2].[H-].[Na+].Br[CH:12]([CH2:18][CH2:19][CH2:20][CH2:21][CH2:22][CH3:23])[C:13]([O:15][CH2:16][CH3:17])=[O:14]>CN(C=O)C>[N+:1]([C:4]1[N:5]=[CH:6][N:7]([CH:12]([CH2:18][CH2:19][CH2:20][CH2:21][CH2:22][CH3:23])[C:13]([O:15][CH2:16][CH3:17])=[O:14])[CH:8]=1)([O-:3])=[O:2] |f:1.2|. Procedure: 4-Nitroimidazole (0.29 moles, 32.9 g in 30 ml DMF was treated portionwise with sodium hydride (0.29 moles, 11.6 g. 60% in mineral oil) and stirred for 45 minutes. Ethyl 2-bromooctanoate (0.29 moles, 73.1 g) was added dropwise over 1 hour. The reaction was stirred overnight at room temperature, poured onto ice water, and extracted with ethyl acetate. The organic phase was washed with brine, dried and concentrated to yield 91 g of ethyl 2-(4-nitro-1H-imidazol-1-yl)octanoate. (MS)